From a dataset of the Open Reaction Database (ORD), a public repository of structured organic reaction records. describe an organic reaction: reactants, conditions, products, and yield Starting materials: NC1=C(N=CN1)C(=O)OCC (5-amino-4-ethoxycarbonylimidazole), C(C)(=O)C(C(=O)OCC)=CC1=CC(=CC=C1)[N+](=O)[O-] (ethyl α-acetyl-3-nitrocinnamate). Run in C(C)O (ethanol). Product: C(C)OC(=O)C1=C(NC=2N(C1C1=CC(=CC=C1)[N+](=O)[O-])C=NC2C(=O)OCC)C (3,8-diethoxycarbonyl-2-methyl-4-(3-nitrophenyl)-1,4-dihydroimidazo[1,5-a]pyrimidine). Yield: 48.4%. RXN SMILES: [NH2:1][C:2]1[NH:6][CH:5]=[N:4][C:3]=1[C:7]([O:9][CH2:10][CH3:11])=[O:8].[C:12]([C:15](=[CH:21][C:22]1[CH:27]=[CH:26][CH:25]=[C:24]([N+:28]([O-:30])=[O:29])[CH:23]=1)[C:16]([O:18][CH2:19][CH3:20])=[O:17])(=O)[CH3:13]>C(O)C>[CH2:19]([O:18][C:16]([C:15]1[CH:21]([C:22]2[CH:27]=[CH:26][CH:25]=[C:24]([N+:28]([O-:30])=[O:29])[CH:23]=2)[N:6]2[CH:5]=[N:4][C:3]([C:7]([O:9][CH2:10][CH3:11])=[O:8])=[C:2]2[NH:1][C:12]=1[CH3:13])=[O:17])[CH3:20]. Procedure details: A solution of 2 g of 5-amino-4-ethoxycarbonylimidazole and 3.4 g of ethyl α-acetyl-3-nitrocinnamate in 50 ml of ethanol is refluxed under heating for 7 hours under a nitrogen atmosphere. The ethanol is removed under reduced pressure, the resulting oil is purified by column chromatography on silica gel with a mixture of chloroform and methanol as eluent. Recrystallization from a mixture of isopropyl alcohol and isopropyl ether gives 2.5 g of 3,8-diethoxycarbonyl-2-methyl-4-(3-nitrophenyl)-1,4-dih...